This data is from the Open Reaction Database (ORD), a public repository of structured organic reaction records. The task is: describe an organic reaction: reactants, conditions, products, and yield The reactants are NC1=NC=C(C=C1S(=O)(=O)CCC(C)(O)C)Br (4-[(2-amino-5-bromopyridin-3-yl)sulfonyl]-2-methylbutan-2-ol), CC1(CC=2C(=NC=NC2CC1)N1CCOC2=C(C1)C=C(C=C2)B(O)O)C ([4-(6,6-dimethyl-5,6,7,8-tetrahydroquinazolin-4-yl)-2,3,4,5-tetrahydro-1,4-benzoxazepin-7-yl]boronic acid). Yields the product NC1=NC=C(C=C1S(=O)(=O)CCC(C)(O)C)C=1C=CC2=C(CN(CCO2)C2=NC=NC=3CCC(CC23)(C)C)C1 (4-({2-amino-5-[4-(6,6-dimethyl-5,6,7,8-tetrahydroquinazolin-4-yl)-2,3,4,5-tetrahydro-1,4-benzoxazepin-7-yl]pyridin-3-yl}sulfonyl)-2-methylbutan-2-ol). As a reaction SMILES: [NH2:1][C:2]1[C:7]([S:8]([CH2:11][CH2:12][C:13]([CH3:16])([OH:15])[CH3:14])(=[O:10])=[O:9])=[CH:6][C:5](Br)=[CH:4][N:3]=1.[CH3:18][C:19]1([CH3:43])[CH2:28][CH2:27][C:26]2[N:25]=[CH:24][N:23]=[C:22]([N:29]3[CH2:35][C:34]4[CH:36]=[C:37](B(O)O)[CH:38]=[CH:39][C:33]=4[O:32][CH2:31][CH2:30]3)[C:21]=2[CH2:20]1>>[NH2:1][C:2]1[C:7]([S:8]([CH2:11][CH2:12][C:13]([CH3:16])([OH:15])[CH3:14])(=[O:10])=[O:9])=[CH:6][C:5]([C:37]2[CH:38]=[CH:39][C:33]3[O:32][CH2:31][CH2:30][N:29]([C:22]4[C:21]5[CH2:20][C:19]([CH3:18])([CH3:43])[CH2:28][CH2:27][C:26]=5[N:25]=[CH:24][N:23]=4)[CH2:35][C:34]=3[CH:36]=2)=[CH:4][N:3]=1. Procedure: Prepared according to the method of example 5 by using 4-[(2-amino-5-bromopyridin-3-yl)sulfonyl]-2-methylbutan-2-ol (reagent preparation 41) and [4-(6,6-dimethyl-5,6,7,8-tetrahydroquinazolin-4-yl)-2,3,4,5-tetrahydro-1,4-benzoxazepin-7-yl]boronic acid (reagent preparation 23) in step 1. 1H NMR (400 MHz, Methanol-d4): 8.52 (s, 1H), 8.35 (s, 1H), 8.14 (s, 1H), 7.50 (s, 1H), 7.43 (d, 1H), 7.06 (d, 1H), 4.70 (s, 2H), 4.30 (m, 2H), 3.95 (m, 2H), 3.35 (m, 2H), 2.79 (t, 2H), 2.48 (s, 2H), 1.82 (m, 2H), ... Reactants: C(CCC)C=1N(C(=C(N1)Cl)COCC1=C(C=CC=C1)C(=O)O)CC1=CC=C(C=C1)C1=C(C=CC=C1)C1=NN=NN1C(C1=CC=CC=C1)(C1=CC=CC=C1)C1=CC=CC=C1 (2-butyl-5-[(2-carboxyphenyl)methoxymethyl]-4-chloro-1-[[2'-(1-triphenylmethyltetrazol-5-yl)-1,1'-biphenyl-4-yl]methyl]-1H-imidazole), C(C)(=O)O (acetic acid), O (H2O). Run in C1CCOC1 (THF). The product is C(CCC)C=1N(C(=C(N1)Cl)COCC1=C(C=CC=C1)C(=O)O)CC1=CC=C(C=C1)C1=C(C=CC=C1)C1=NN=NN1 (2-butyl-5-[(2-carboxyphenyl)methoxymethyl]-4-chloro-1-[[2'-(1H-tetrazol-5-yl)-1,1'-biphenyl-4-yl]methyl]-1H-imidazole). The yield is 63.8%. Reported procedure: A mixture of 450 mg of 2-butyl-5-[(2-carboxyphenyl)methoxymethyl]-4-chloro-1-[[2'-(1-triphenylmethyltetrazol-5-yl)-1,1'-biphenyl-4-yl]methyl]-1H-imidazole, 7.5 ml of acetic acid, 3.7 ml of H2O and 2 ml of THF is stirred at room temperature for 10 hours. The solvent s are evaporated off under reduced pressure and the residue is taken up in H2O, alkalinized with 10% NaOH, an insoluble part is filtered off, the resulting solution is extracted with ether and acidified to pH 4.5 with 5N HCl. The obta... Run at time 10 hour. Reaction SMILES: [CH2:1]([C:5]1[N:6]([CH2:23][C:24]2[CH:29]=[CH:28][C:27]([C:30]3[CH:35]=[CH:34][CH:33]=[CH:32][C:31]=3[C:36]3[N:40](C(C4C=CC=CC=4)(C4C=CC=CC=4)C4C=CC=CC=4)[N:39]=[N:38][N:37]=3)=[CH:26][CH:25]=2)[C:7]([CH2:11][O:12][CH2:13][C:14]2[CH:19]=[CH:18][CH:17]=[CH:16][C:15]=2[C:20]([OH:22])=[O:21])=[C:8]([Cl:10])[N:9]=1)[CH2:2][CH2:3][CH3:4].C(O)(=O)C.O>C1COCC1>[CH2:1]([C:5]1[N:6]([CH2:23][C:24]2[CH:29]=[CH:28][C:27]([C:30]3[CH:35]=[CH:34][CH:33]=[CH:32][C:31]=3[C:36]3[NH:40][N:39]=[N:38][N:37]=3)=[CH:26][CH:25]=2)[C:7]([CH2:11][O:12][CH2:13][C:14]2[CH:19]=[CH:18][CH:17]=[CH:16][C:15]=2[C:20]([OH:22])=[O:21])=[C:8]([Cl:10])[N:9]=1)[CH2:2][CH2:3][CH3:4].